From a dataset of the Open Reaction Database (ORD), a public repository of structured organic reaction records. describe an organic reaction: reactants, conditions, products, and yield Run at temperature 85 celsius. RXN SMILES: [F:1][C:2]1[CH:3]=[C:4](B(O)O)[CH:5]=[CH:6][C:7]=1[C@H:8]([NH:10][C:11]([C:13]1([NH:16][C:17](=[O:22])[C:18]([F:21])([F:20])[F:19])[CH2:15][CH2:14]1)=[O:12])[CH3:9].C(=O)([O-])[O-].[Cs+].[Cs+].[F:32][C:33]([F:54])([F:53])[S:34]([O:37][C:38]1[C:43]([O:44][S:45]([C:48]([F:51])([F:50])[F:49])(=[O:47])=[O:46])=[CH:42][CH:41]=[CH:40][C:39]=1Cl)(=[O:36])=[O:35].C(P(C(C)(C)C)C(C)(C)C)(C)(C)C>O1CCOCC1.CO.C1C=CC(/C=C/C(/C=C/C2C=CC=CC=2)=O)=CC=1.C1C=CC(/C=C/C(/C=C/C2C=CC=CC=2)=O)=CC=1.C1C=CC(/C=C/C(/C=C/C2C=CC=CC=2)=O)=CC=1.[Pd].[Pd]>[F:50][C:48]([F:49])([F:51])[S:45]([O:44][C:43]1[C:38]([O:37][S:34]([C:33]([F:32])([F:53])[F:54])(=[O:35])=[O:36])=[C:39]([C:4]2[CH:5]=[CH:6][C:7]([C@H:8]([NH:10][C:11]([C:13]3([NH:16][C:17](=[O:22])[C:18]([F:21])([F:20])[F:19])[CH2:15][CH2:14]3)=[O:12])[CH3:9])=[C:2]([F:1])[CH:3]=2)[CH:40]=[CH:41][CH:42]=1)(=[O:47])=[O:46] |f:1.2.3,8.9.10.11.12|. Reagents/catalysts: C=1C=CC(=CC1)/C=C/C(=O)/C=C/C2=CC=CC=C2.C=1C=CC(=CC1)/C=C/C(=O)/C=C/C2=CC=CC=C2.C=1C=CC(=CC1)/C=C/C(=O)/C=C/C2=CC=CC=C2.[Pd].[Pd] (tris(dibenzylideneacetone)dipalladium). Procedure: 3-Fluoro-4-{-(1R)-1-[({1-[(trifluoroacetyl)amino]cyclopropyl}carbonyl)amino]ethyl}-phenylboronic acid (0.050 g, 0.138 mmol), tris(dibenzylideneacetone)dipalladium (0) (0.013 g, 0.014 mmol), and cesium carbonate (0.054 g, 0.166 mmol) were added to a flame-dried flask under argon. 2-chloro-6-{[(trifluoromethyl)sulfonyl]oxy}phenyl trifluoromethanesulfonate (0.068 g, 1.66 mmol) as a solution in dioxane (0.33M) and tri-tert-butyl phosphine (0.007 g, 0.035 mmol) as a solution in dioxane (1.65M) were a... Run in O1CCOCC1 (dioxane), O1CCOCC1 (dioxane), CO (methanol). Product: FC(S(=O)(=O)OC=1C(=C(C=CC1)C1=CC(=C(C=C1)[C@@H](C)NC(=O)C1(CC1)NC(C(F)(F)F)=O)F)OS(=O)(=O)C(F)(F)F)(F)F (3′-Fluoro-4′-{(1R)-1-[({1-[(trifluoroacetyl)amino]cyclopropyl}carbonyl)amino]ethyl}-2-{[(trifluoromethyl)sulfonyl]oxy}-1,1′-biphenyl-3-yl trifluoromethanesulfonate). Reactants: FC=1C=C(C=CC1[C@@H](C)NC(=O)C1(CC1)NC(C(F)(F)F)=O)B(O)O (3-Fluoro-4-{-(1R)-1-[({1-[(trifluoroacetyl)amino]cyclopropyl}carbonyl)amino]ethyl}-phenylboronic acid), C([O-])([O-])=O.[Cs+].[Cs+] (cesium carbonate), FC(S(=O)(=O)OC1=C(C=CC=C1OS(=O)(=O)C(F)(F)F)Cl)(F)F (2-chloro-6-{[(trifluoromethyl)sulfonyl]oxy}phenyl trifluoromethanesulfonate), C(C)(C)(C)P(C(C)(C)C)C(C)(C)C (tri-tert-butyl phosphine). The solvent is C(Cl)Cl (DCM). Starting materials: O=C1CC[C@H](O1)C(=O)O ((2S)-5-oxotetrahydrofuran-2-carboxylic acid), O=C1CC[C@H](O1)C(=O)O ((2S)-5-oxotetrahydrofuran-2-carboxylic acid), CN(C)C=O (DMF), C(C(=O)Cl)(=O)Cl (oxalyl dichloride). Procedure details: To a solution of (2S)-5-oxotetrahydrofuran-2-carboxylic acid (compound 28a, 70 g, 539 mmol) and a drop of DMF in anhydrous DCM (500 mL) was added oxalyl dichloride (137 g, 1.07 mol) dropwise. The reaction mixture was stirred at room temperature for 3 hours. The reaction was then concentrated in vacuo to afford 70 g crude product of (2S)-5-oxotetrahydrofuran-2-carbonyl chloride (compound 28b), which was used in next step without further purification. The product is O=C1CC[C@H](O1)C(=O)Cl ((2S)-5-oxotetrahydrofuran-2-carbonyl chloride). Reaction conditions: time 3 hour. Yield: 87.4%. Reaction SMILES: [O:1]=[C:2]1[O:6][C@H:5]([C:7]([OH:9])=O)[CH2:4][CH2:3]1.CN(C=O)C.C(Cl)(=O)C([Cl:18])=O>C(Cl)Cl>[O:1]=[C:2]1[O:6][C@H:5]([C:7]([Cl:18])=[O:9])[CH2:4][CH2:3]1. Reactants: solution, C[Al](C)C (trimethylaluminium), C(CCC)NCCCC (dibutylamine), C(C)OC(=O)C(C)(OC1=CC(=C(C=C1)C1=NC(=NC(=N1)C1=C(C=C(C=C1)OC(C)(C(=O)OCC)C)O)C1=C(C=C(C=C1)OC(C)(C(=O)OCC)C)O)O)C (2,4,6-tris(4-[1-ethoxycarbonyl-1-methylethoxy]-2-hydroxyphenyl)-1,3,5-triazine), C(C)OC(=O)C(C)(OC1=CC(=C(C=C1)C1=NC(=NC(=N1)C1=C(C=C(C=C1)OC(C)(C(=O)OCC)C)O)C1=C(C=C(C=C1)OC(C)(C(=O)OCC)C)O)O)C (2,4,6-tris(4-[1-ethoxycarbonyl-1-methylethoxy]-2-hydroxyphenyl)-1,3,5-triazine), C=1(C(=CC=CC1)C)C (xylene). Run in CCCCCC (hexane), ClCCl (dichloromethane). Run at temperature 130 celsius, time 15 minute. The product is C(CCC)N(C(=O)C(C)(OC1=CC(=C(C=C1)C1=NC(=NC(=N1)C1=C(C=C(C=C1)OC(C)(C(=O)N(CCCC)CCCC)C)O)C1=C(C=C(C=C1)OC(C)(C(=O)N(CCCC)CCCC)C)O)O)C)CCCC (2,4,6-tris(4-[1-(N,N-bis-butylaminocarbonyl)-1-methylethoxy]-2-hydroxyphenyl)-1,3,5-triazine). As a reaction SMILES: C[Al](C)C.[CH2:5]([NH:9][CH2:10][CH2:11][CH2:12][CH3:13])[CH2:6][CH2:7][CH3:8].C([O:16][C:17]([C:19]([CH3:67])([O:21][C:22]1[CH:27]=[CH:26][C:25]([C:28]2[N:33]=[C:32]([C:34]3[CH:39]=[CH:38][C:37]([O:40][C:41]([CH3:48])([C:43]([O:45]CC)=O)[CH3:42])=[CH:36][C:35]=3[OH:49])[N:31]=[C:30]([C:50]3[CH:55]=[CH:54][C:53]([O:56][C:57]([CH3:64])([C:59]([O:61]CC)=O)[CH3:58])=[CH:52][C:51]=3[OH:65])[N:29]=2)=[C:24]([OH:66])[CH:23]=1)[CH3:20])=O)C.C1(C)C(C)=[CH:70][CH:71]=[CH:72][CH:73]=1>CCCCCC.ClCCl>[CH2:5]([N:9]([CH2:10][CH2:11][CH2:12][CH3:13])[C:43]([C:41]([CH3:48])([O:40][C:37]1[CH:38]=[CH:39][C:34]([C:32]2[N:31]=[C:30]([C:50]3[CH:55]=[CH:54][C:53]([O:56][C:57]([CH3:64])([C:59]([N:29]([CH2:28][CH2:25][CH2:24][CH3:23])[CH2:30][CH2:50][CH2:51][CH3:52])=[O:61])[CH3:58])=[CH:52][C:51]=3[OH:65])[N:29]=[C:28]([C:25]3[CH:26]=[CH:27][C:22]([O:21][C:19]([CH3:67])([C:17]([N:31]([CH2:73][CH2:72][CH2:71][CH3:70])[CH2:32][CH2:34][CH2:35][CH3:36])=[O:16])[CH3:20])=[CH:23][C:24]=3[OH:66])[N:33]=2)=[C:35]([OH:49])[CH:36]=1)[CH3:42])=[O:45])[CH2:6][CH2:7][CH3:8]. Procedure details: 21 ml of a 2.0 M solution of trimethylaluminium in hexane are added under argon to 5.5 g (0.042 mol) of dibutylamine in 35 ml of anhydrous dichloromethane. After 15 minutes, 10.5 g (0.014 mol) of 2,4,6-tris(4-[1-ethoxycarbonyl-1-methylethoxy]-2-hydroxyphenyl)-1,3,5-triazine (Compound 1) are added to the reaction mixture. After 1 day 10 ml of anhydrous xylene are added and the dichloromethane is distilled off. The reaction mixture is subsequently heated at 130° C. for 2 days and then 10 ml of 20%... The reactants are O=C([O-])[O-], CCO, CN(C)C=O, Cl, [K+], [K+], Nc1ncc(Br)s1, Nc1ccnc(S)n1. The product is Nc1ccnc(Sc2cnc(N)s2)n1. As a reaction SMILES: [C:17](=[O:18])([O-:19])[O-:20].[CH3:23][CH2:24][OH:25].[CH3:26][N:27]([CH3:28])[CH:29]=[O:30].[ClH:1].[K+:21].[K+:22].[NH2:2][c:3]1[s:4][c:5]([Br:8])[cH:6][n:7]1.[NH2:9][c:10]1[n:11][c:12]([SH:16])[n:13][cH:14][cH:15]1>>[NH2:2][c:3]1[s:4][c:5]([S:16][c:12]2[n:11][c:10]([NH2:9])[cH:15][cH:14][n:13]2)[cH:6][n:7]1. Starting materials: NC1=C(C(=NN1C1=C(C=C(C=C1Cl)C(F)(F)F)Cl)C#N)C1=C(OC=C1)Cl (5-amino-4-(2-chlorofuran-3-yl)-3-cyano-1-(2,6-dichloro-4-trifluoromethylphenyl)pyrazole), ClN1C(CCC1=O)=O (N-chlorosuccinimide), CCOCC (ether), O (water). Solvent: O1CCCC1 (tetrahydrofuran). Conditions: temperature 50 celsius, time 24 hour. The product is NC1=C(C(=NN1C1=C(C=C(C=C1Cl)C(F)(F)F)Cl)C#N)C1=C(OC(=C1)Cl)Cl (5-Amino-3-cyano-4-(2,5-dichlorofuran-3-yl)-1-(2,6-dichloro-4-trifluoromethylphenyl)pyrazole). RXN SMILES: [NH2:1][C:2]1[N:6]([C:7]2[C:12]([Cl:13])=[CH:11][C:10]([C:14]([F:17])([F:16])[F:15])=[CH:9][C:8]=2[Cl:18])[N:5]=[C:4]([C:19]#[N:20])[C:3]=1[C:21]1[CH:25]=[CH:24][O:23][C:22]=1[Cl:26].[Cl:27]N1C(=O)CCC1=O.CCOCC.O>O1CCCC1>[NH2:1][C:2]1[N:6]([C:7]2[C:12]([Cl:13])=[CH:11][C:10]([C:14]([F:17])([F:15])[F:16])=[CH:9][C:8]=2[Cl:18])[N:5]=[C:4]([C:19]#[N:20])[C:3]=1[C:21]1[CH:25]=[C:24]([Cl:27])[O:23][C:22]=1[Cl:26]. Procedure: To a solution of 5-amino-4-(2-chlorofuran-3-yl)-3-cyano-1-(2,6-dichloro-4-trifluoromethylphenyl)pyrazole (0.15 g) in tetrahydrofuran (7 ml) was added N-chlorosuccinimide (0.048 g). The mixture was left at room temperature for 24 hours and then heated at 50° C. for 3 hours and then left at room temperature for 96 hours. The reaction mixture was poured into ether (25 ml) and water (25 ml). The organic layer was washed with water (25 ml), then dried (Na2SO4) and evaporated. The residue was purified... Starting materials: CC1=C(C=CC(=C1)C)N=C=S (2,4-dimethylphenylisothiocyanate), OCCCN (3-hydroxypropylamine). Run in C1=CC=CC=C1 (benzene), C1=CC=CC=C1 (benzene). Reaction conditions: time 16 hour. Yields the product CC1=C(C=CC(=C1)C)NC(=S)NCCCO (N-(2,4-dimethylphenyl)-N'-(3-hydroxypropyl)-thiourea). As a reaction SMILES: [CH3:1][C:2]1[CH:7]=[C:6]([CH3:8])[CH:5]=[CH:4][C:3]=1[N:9]=[C:10]=[S:11].[OH:12][CH2:13][CH2:14][CH2:15][NH2:16]>C1C=CC=CC=1>[CH3:1][C:2]1[CH:7]=[C:6]([CH3:8])[CH:5]=[CH:4][C:3]=1[NH:9][C:10]([NH:16][CH2:15][CH2:14][CH2:13][OH:12])=[S:11]. Procedure: A solution of 2,4-dimethylphenylisothiocyanate in about 70 ml. of benzene was added dropwise to an agitated solution of 3-hydroxypropylamine (3.8 grams) in about 80 ml. of benzene. The resulting reaction mixture was maintained, with stirring, at ambient temperatures for about 16 hours. Following such period, the benzene in the reaction mixture was removed in vacuo and the residual oil triturated with ethyl ether and the desired product crystallized therefrom and washed again with ethyl ether. As... As a reaction SMILES: [CH2:13]=[O:14].[N:1]([OH:2])=[C:3]([C:4](=[O:5])[OH:6])[c:7]1[cH:8][cH:9][cH:10][cH:11][cH:12]1.[S:15](=[O:16])(=[O:17])([OH:18])[OH:19]>>[C:3]([C:4](=[O:5])[OH:6])([c:7]1[cH:8][cH:9][cH:10][cH:11][cH:12]1)=[O:14]. Starting materials: C=O, O=C(O)C(=NO)c1ccccc1, O=S(=O)(O)O. Yields the product O=C(O)C(=O)c1ccccc1. Starting materials: CCOC(=O)c1cnc2cc(Cl)ccc2c1Cl, C1CCOC1, Nc1ccc(C(=O)O)cc1. The product is CCOC(=O)c1cnc2cc(Cl)ccc2c1Nc1ccc(C(=O)O)cc1, Cl. As a reaction SMILES: [CH2:1]([CH3:2])[O:3][C:4](=[O:5])[c:6]1[cH:7][n:8][c:9]2[cH:10][c:11]([Cl:17])[cH:12][cH:13][c:14]2[c:15]1[Cl:16].[CH2:28]1[O:29][CH2:30][CH2:31][CH2:32]1.[NH2:18][c:19]1[cH:20][cH:21][c:22]([C:23](=[O:24])[OH:25])[cH:26][cH:27]1>>[CH2:1]([CH3:2])[O:3][C:4](=[O:5])[c:6]1[cH:7][n:8][c:9]2[cH:10][c:11]([Cl:17])[cH:12][cH:13][c:14]2[c:15]1[NH:18][c:19]1[cH:20][cH:21][c:22]([C:23](=[O:24])[OH:25])[cH:26][cH:27]1.[ClH:16].